Dataset: the Open Reaction Database (ORD), a public repository of structured organic reaction records. Task: describe an organic reaction: reactants, conditions, products, and yield Reactants: FC(C1=C(OC2CCN(CC2)C2=NC=C(C=N2)N2N=NC(=C2)CCO)C=CC=C1)(F)F (2-[1-(2-{4-[2-(trifluoromethyl)phenoxy]piperidin-1-yl}pyrimidin-5-yl)-1H-1,2,3-triazol-4-yl]ethanol), CC(=O)OI1(C=2C=CC=CC2C(=O)O1)(OC(=O)C)OC(=O)C (Dess-Martin periodinane). The solvent is ClCCl (dichloromethane). Conditions: time 1 hour. Product: FC(C1=C(OC2CCN(CC2)C2=NC=C(C=N2)N2N=NC(=C2)CC=O)C=CC=C1)(F)F ([1-(2-{4-[2-(Trifluoromethyl)phenoxy]piperidin-1-yl}pyrimidin-5-yl)-1H-1,2,3-triazol-4-yl]acetaldehyde). As a reaction SMILES: [F:1][C:2]([F:31])([F:30])[C:3]1[CH:29]=[CH:28][CH:27]=[CH:26][C:4]=1[O:5][CH:6]1[CH2:11][CH2:10][N:9]([C:12]2[N:17]=[CH:16][C:15]([N:18]3[CH:22]=[C:21]([CH2:23][CH2:24][OH:25])[N:20]=[N:19]3)=[CH:14][N:13]=2)[CH2:8][CH2:7]1.CC(OI1(OC(C)=O)(OC(C)=O)OC(=O)C2C=CC=CC1=2)=O>ClCCl>[F:30][C:2]([F:1])([F:31])[C:3]1[CH:29]=[CH:28][CH:27]=[CH:26][C:4]=1[O:5][CH:6]1[CH2:11][CH2:10][N:9]([C:12]2[N:17]=[CH:16][C:15]([N:18]3[CH:22]=[C:21]([CH2:23][CH:24]=[O:25])[N:20]=[N:19]3)=[CH:14][N:13]=2)[CH2:8][CH2:7]1. Reported procedure: Into a 25-mL flask equipped with a magnetic stirbar was added 2-[1-(2-{4-[2-(trifluoromethyl)phenoxy]piperidin-1-yl}pyrimidin-5-yl)-1H-1,2,3-triazol-4-yl]ethanol (50 mg, 0.12 mmol) and dichloromethane (5 mL). To the solution was added Dess-Martin periodinane (59 mg, 0.14 mmol) and the reaction mixture stirred at room temperature for 1 h. The reaction mixture was concentrated and purified by column chromatography through silica gel, eluting with 60:40 Hexanes/EtOAc to 40:60 Hexanes/EtOAc, yieldin... The reactants are Brc1cccnc1Br, C=C[Sn](CCCC)(CCCC)CCCC, [Cl-], [Li+], CN(C)C=O, Cl[Pd]Cl, c1ccc(P(c2ccccc2)c2ccccc2)cc1, c1ccc(P(c2ccccc2)c2ccccc2)cc1. The product is C=Cc1ncccc1Br. Reaction SMILES: [Br:1][c:2]1[n:3][cH:4][cH:5][cH:6][c:7]1[Br:8].[CH2:9]([CH2:10][CH2:22][CH3:23])[Sn:11]([CH2:12][CH2:13][CH2:14][CH3:15])([CH2:16][CH2:17][CH2:18][CH3:19])[CH:20]=[CH2:21].[Cl-:24].[Li+:25].[O:26]=[CH:27][N:28]([CH3:29])[CH3:30].[Pd:31]([Cl:32])[Cl:33].[c:34]1([P:35]([c:36]2[cH:37][cH:38][cH:39][cH:40][cH:41]2)[c:42]2[cH:43][cH:44][cH:45][cH:46][cH:47]2)[cH:48][cH:49][cH:50][cH:51][cH:52]1.[c:53]1([P:54]([c:55]2[cH:56][cH:57][cH:58][cH:59][cH:60]2)[c:61]2[cH:62][cH:63][cH:64][cH:65][cH:66]2)[cH:67][cH:68][cH:69][cH:70][cH:71]1>>[c:2]1([CH:9]=[CH2:10])[n:3][cH:4][cH:5][cH:6][c:7]1[Br:8]. The reactants are CCOC(=O)N=NC(=O)OCC, O=C1NC(=O)c2ccccc21, O=[N+]([O-])c1ccc2c(c1)ncn2CCO, c1ccc(P(c2ccccc2)c2ccccc2)cc1. Yields the product O=C1c2ccccc2C(=O)N1CCn1cnc2cc([N+](=O)[O-])ccc21. As a reaction SMILES: [O:35]=[C:36]([O:37][CH2:38][CH3:39])[N:40]=[N:41][C:42]([O:43][CH2:44][CH3:45])=[O:46].[O:47]=[C:48]1[NH:49][C:50](=[O:51])[c:52]2[cH:53][cH:54][cH:55][cH:56][c:57]21.[OH:1][CH2:2][CH2:3][n:4]1[cH:5][n:6][c:7]2[c:8]1[cH:9][cH:10][c:11]([N+:13](=[O:14])[O-:15])[cH:12]2.[c:16]1([P:17]([c:18]2[cH:19][cH:20][cH:21][cH:22][cH:23]2)[c:24]2[cH:25][cH:26][cH:27][cH:28][cH:29]2)[cH:30][cH:31][cH:32][cH:33][cH:34]1>>[CH2:2]([CH2:3][n:4]1[cH:5][n:6][c:7]2[c:8]1[cH:9][cH:10][c:11]([N+:13](=[O:14])[O-:15])[cH:12]2)[N:49]1[C:48](=[O:47])[c:57]2[c:52]([cH:53][cH:54][cH:55][cH:56]2)[C:50]1=[O:51]. Reactants: Clc1ccc(-c2ccnc(-n3cnc(Br)c3)n2)cc1, CC1(C)OB(c2ccc(N)nc2)OC1(C)C. The product is Nc1ccc(-c2cn(-c3nccc(-c4ccc(Cl)cc4)n3)cn2)cn1. As a reaction SMILES: [Br:1][c:2]1[n:3][cH:4][n:5](-[c:7]2[n:8][cH:9][cH:10][c:11](-[c:13]3[cH:14][cH:15][c:16]([Cl:19])[cH:17][cH:18]3)[n:12]2)[cH:6]1.[NH2:20][c:21]1[n:22][cH:23][c:24]([B:27]2[O:28][C:29]([CH3:30])([CH3:31])[C:32]([CH3:33])([CH3:34])[O:35]2)[cH:25][cH:26]1>>[c:2]1(-[c:24]2[cH:23][n:22][c:21]([NH2:20])[cH:26][cH:25]2)[n:3][cH:4][n:5](-[c:7]2[n:8][cH:9][cH:10][c:11](-[c:13]3[cH:14][cH:15][c:16]([Cl:19])[cH:17][cH:18]3)[n:12]2)[cH:6]1. Starting materials: CS(C)=O, Cc1nn(-c2c(Cl)cc(C(F)(F)F)cc2Cl)c(Cl)c1C=O, [N-]=[N+]=[N-], [Na+]. Yields the product Cc1nn(-c2c(Cl)cc(C(F)(F)F)cc2Cl)c(N)c1C=O. As a reaction SMILES: [CH3:26][S:27](=[O:28])[CH3:29].[Cl:1][c:2]1[c:3]([CH:20]=[O:21])[c:4]([CH3:19])[n:5][n:6]1-[c:7]1[c:8]([Cl:18])[cH:9][c:10]([C:14]([F:15])([F:16])[F:17])[cH:11][c:12]1[Cl:13].[N-:23]=[N+:24]=[N-:25].[Na+:22]>>[c:2]1([NH2:23])[c:3]([CH:20]=[O:21])[c:4]([CH3:19])[n:5][n:6]1-[c:7]1[c:8]([Cl:18])[cH:9][c:10]([C:14]([F:15])([F:16])[F:17])[cH:11][c:12]1[Cl:13]. Reaction SMILES: [CH3:2][CH2:3][O-:4].[CH:22](=[O:23])[O:24][CH2:25][CH3:26].[Cl:27][CH2:28][Cl:29].[I:5][c:6]1[cH:7][cH:8][cH:9][c:10]2[c:16]1[O:15][CH2:14][CH2:13][C:12]([C:17](=[O:18])[O:19][CH2:20][CH3:21])=[CH:11]2.[Na+:1].[Pd:30]([Cl:31])[Cl:32].[c:33]1([P:34]([c:35]2[cH:36][cH:37][cH:38][cH:39][cH:40]2)[c:41]2[cH:42][cH:43][cH:44][cH:45][cH:46]2)[cH:47][cH:48][cH:49][cH:50][cH:51]1.[c:52]1([P:53]([c:54]2[cH:55][cH:56][cH:57][cH:58][cH:59]2)[c:60]2[cH:61][cH:62][cH:63][cH:64][cH:65]2)[cH:66][cH:67][cH:68][cH:69][cH:70]1>>[c:6]1([C:22](=[O:23])[O:24][CH2:25][CH3:26])[cH:7][cH:8][cH:9][c:10]2[c:16]1[O:15][CH2:14][CH2:13][C:12]([C:17](=[O:18])[O:19][CH2:20][CH3:21])=[CH:11]2. Starting materials: CC[O-], CCOC=O, ClCCl, CCOC(=O)C1=Cc2cccc(I)c2OCC1, [Na+], Cl[Pd]Cl, c1ccc(P(c2ccccc2)c2ccccc2)cc1, c1ccc(P(c2ccccc2)c2ccccc2)cc1. The product is CCOC(=O)C1=Cc2cccc(C(=O)OCC)c2OCC1. Starting materials: N1CCS(CC1)(=O)=O (Thiomorpholine 1,1-dioxide), [I-].[Na+] (sodium iodide), ClCC1=CC=CC(=N1)C(=O)NC1=C2C=NN(C2=CC(=C1)C=1C=NC(=C(C1)NS(=O)(=O)C)OC)S(=O)(=O)C1=CC=CC=C1 (6-(Chloromethyl)-N-[6-{6-(methyloxy)-5-[(methylsulfonyl)amino]-3-pyridinyl}-1-(phenylsulfonyl)-1H-indazol-4-yl]-2-pyridinecarboxamide), C[Si]([O-])(C)C.[K+] (Potassium trimethylsilanolate), CCN(C(C)C)C(C)C (DIPEA). Solvent: CC#N (MeCN), CC#N (MeCN), C1CCOC1 (THF). Reaction conditions: temperature 70 celsius. The product is C(=O)O.O=S1(CCN(CC1)CC1=CC=CC(=N1)C(=O)NC1=C2C=NNC2=CC(=C1)C=1C=NC(=C(C1)NS(=O)(=O)C)OC)=O (Formic acid 6-[(1,1-dioxido-4-thiomorpholinyl)methyl]-N-(6-{6-(methyloxy)-5-[(methylsulfonyl)amino]-3-pyridinyl}-1H-indazol-4-yl)-2-pyridinecarboxamide). The yield is 19.8%. Reaction SMILES: Cl[CH2:2][C:3]1[N:8]=[C:7]([C:9]([NH:11][C:12]2[CH:20]=[C:19]([C:21]3[CH:22]=[N:23][C:24]([O:32][CH3:33])=[C:25]([NH:27][S:28]([CH3:31])(=[O:30])=[O:29])[CH:26]=3)[CH:18]=[C:17]3[C:13]=2[CH:14]=[N:15][N:16]3S(C2C=CC=CC=2)(=O)=O)=[O:10])[CH:6]=[CH:5][CH:4]=1.[NH:43]1[CH2:48][CH2:47][S:46](=[O:50])(=[O:49])[CH2:45][CH2:44]1.CCN(C(C)C)C(C)C.[I-].[Na+].C[Si](C)(C)[O-].[K+]>CC#N.C1COCC1>[CH:33]([OH:32])=[O:49].[O:49]=[S:46]1(=[O:50])[CH2:47][CH2:48][N:43]([CH2:2][C:3]2[N:8]=[C:7]([C:9]([NH:11][C:12]3[CH:20]=[C:19]([C:21]4[CH:22]=[N:23][C:24]([O:32][CH3:33])=[C:25]([NH:27][S:28]([CH3:31])(=[O:29])=[O:30])[CH:26]=4)[CH:18]=[C:17]4[C:13]=3[CH:14]=[N:15][NH:16]4)=[O:10])[CH:6]=[CH:5][CH:4]=2)[CH2:44][CH2:45]1 |f:3.4,5.6,9.10|. Procedure details: 6-(Chloromethyl)-N-[6-{6-(methyloxy)-5-[(methylsulfonyl)amino]-3-pyridinyl}-1-(phenylsulfonyl)-1H-indazol-4-yl]-2-pyridinecarboxamide (50 mg, 0.08 mmol) was dissolved in MeCN (0.5 ml). Thiomorpholine 1,1-dioxide (available from TCI-Europe) (14 mg, 0.1 mmol) was dissolved in MeCN (0.3 ml) and added to the mixture, followed by DIPEA (0.026 ml, 0.15 mmol) and sodium iodide (0.012 g, 0.078 mmol) (heaped microspatula). The solution was stirred and heated to 70° C. for 18 hr. Potassium trimethylsilano...